Dataset: the Open Reaction Database (ORD), a public repository of structured organic reaction records. Task: describe an organic reaction: reactants, conditions, products, and yield Starting materials: FC1=C(C=C(N)C=C1)[N+](=O)[O-] (4-Fluoro-3-nitroaniline), CC(C(=O)Cl)(C)C (Trimethylacetyl chloride). Reagents/catalysts: CN(C)C=1C=CN=CC1 (DMAP). Run in C(Cl)Cl (DCM). Run at time 3 hour. Yields the product FC1=C(C=C(C=C1)NC(C(C)(C)C)=O)[N+](=O)[O-] (N-(4-Fluoro-3-nitrophenyl)-2,2-dimethylpropanamide). RXN SMILES: [F:1][C:2]1[CH:8]=[CH:7][C:5]([NH2:6])=[CH:4][C:3]=1[N+:9]([O-:11])=[O:10].[CH3:12][C:13]([CH3:18])([CH3:17])[C:14](Cl)=[O:15]>CN(C1C=CN=CC=1)C.C(Cl)Cl>[F:1][C:2]1[CH:8]=[CH:7][C:5]([NH:6][C:14](=[O:15])[C:13]([CH3:18])([CH3:17])[CH3:12])=[CH:4][C:3]=1[N+:9]([O-:11])=[O:10]. Procedure: 4-Fluoro-3-nitroaniline (500 mg, 3.20 mmol) and DMAP (586 mg, 4.80 mmol) were dissolved in 25 mL of DCM. Trimethylacetyl chloride (0.587 mL, 4.80 mmol) was added dropwise and the solution was stirred at rt for 3 h. The solution was washed with 5% KHSO4 solution, saturated NaHCO3 solution, brine and dried over anhydrous MgSO4. The crude product was purified by flash chromatography using 35% EtOAc in hexanes as eluent on silica gel to produce the desired title compound. Yield: 713 mg (93%). 1H NMR... Reactants: C(C)OCC(C)(C)C1=C(C=C(N(CC2=CC=C(C=C2)OC)CC2=CC=C(C=C2)OC)C=C1F)F (4-(1-ethoxy-2-methylpropan-2-yl)-3,5-difluoro-N,N-bis(4-methoxybenzyl)aniline), Cl (hydrochloric acid). Reagents/catalysts: [C].[Pd] (palladium-carbon). The solvent is CO (MeOH). Reaction conditions: time 1.5 hour. Product: C(C)OCC(C)(C)C1=C(C=C(N)C=C1F)F (4-(1-ethoxy-2-methylpropan-2-yl)-3,5-difluoroaniline). The yield is 93.2%. As a reaction SMILES: [CH2:1]([O:3][CH2:4][C:5]([C:8]1[C:32]([F:33])=[CH:31][C:11]([N:12](CC2C=CC(OC)=CC=2)CC2C=CC(OC)=CC=2)=[CH:10][C:9]=1[F:34])([CH3:7])[CH3:6])[CH3:2].Cl>CO.[C].[Pd]>[CH2:1]([O:3][CH2:4][C:5]([C:8]1[C:9]([F:34])=[CH:10][C:11]([NH2:12])=[CH:31][C:32]=1[F:33])([CH3:7])[CH3:6])[CH3:2] |f:3.4|. Procedure details: A mixture of 4-(1-ethoxy-2-methylpropan-2-yl)-3,5-difluoro-N,N-bis(4-methoxybenzyl)aniline (8.51 g, 18.12 mmol), 1N hydrochloric acid (36.2 mL) and 10% palladium-carbon (1.929 g, 0.91 mmol, 50%, wet) in MeOH (164 mL) under hydrogen atmosphere (4 atm), and the mixture was stirred at room temperature for 1.5 hr. The catalyst was removed by filtration, and the filtrate was concentrated under reduced pressure. The obtained residue was dissolved in ethyl acetate, and the solution was washed with 1N a... Reactants: FC=1C=C(C=C(C1)F)CC(=O)N[C@@H](C)C(=O)O (N-(3,5-difluorophenylacetyl)-L-alanine), solid, Cl.N[C@H](C(=O)OC)CC=1C=NC=CC1 (methyl (S)-2-amino-3-(3-pyridyl)propionate hydrochloride). Solvent: CO.C(Cl)Cl (MeOH DCM). Yields the product FC=1C=C(C=C(C1)F)CC(=O)N[C@@H](C)C(=O)N[C@H](C(=O)OC)CC=1C=NC=CC1 (Methyl N-[N-(3,5-Difluorophenylacetyl)-L-alaninyl]-(S)-2-amino-3-(3-pyridyl)propionate). As a reaction SMILES: [F:1][C:2]1[CH:3]=[C:4]([CH2:9][C:10]([NH:12][C@H:13]([C:15]([OH:17])=O)[CH3:14])=[O:11])[CH:5]=[C:6]([F:8])[CH:7]=1.Cl.[NH2:19][C@@H:20]([CH2:25][C:26]1[CH:27]=[N:28][CH:29]=[CH:30][CH:31]=1)[C:21]([O:23][CH3:24])=[O:22]>CO.C(Cl)Cl>[F:8][C:6]1[CH:5]=[C:4]([CH2:9][C:10]([NH:12][C@H:13]([C:15]([NH:19][C@@H:20]([CH2:25][C:26]2[CH:27]=[N:28][CH:29]=[CH:30][CH:31]=2)[C:21]([O:23][CH3:24])=[O:22])=[O:17])[CH3:14])=[O:11])[CH:3]=[C:2]([F:1])[CH:7]=1 |f:1.2,3.4|. Reported procedure: Following General Procedure A and using N-(3,5-difluorophenylacetyl)-L-alanine (from Example B2) and methyl (S)-2-amino-3-(3-pyridyl)propionate hydrochloride (Synthetech), the title compound was prepared as a solid (mp=101-103° C.). The reaction was monitored by tlc (Rf=0.48 in 10% MeOH/DCM) and the product was purified by silica gel column chromatography. Starting materials: C(C1=CC(C(=O)OC2CC(NC(C2)(C)C)(C)C)=CC=C1)(=O)OC1CC(NC(C1)(C)C)(C)C (di-(2,2,6,6-tetramethylpiperidin-4-yl) isophthalate), C(C)(C)(C)OO (t-Butyl hydroperoxide). The reagents and catalysts are [Mo](=O)(=O)=O (molybdenum trioxide). Solvent: C(C)C1=CC=CC=C1 (ethylbenzene). Yields the product C(C1=CC(C(=O)OC2CC(N(C(C2)(C)C)OC(C2=CC=CC=C2)C)(C)C)=CC=C1)(=O)OC1CC(N(C(C1)(C)C)OC(C1=CC=CC=C1)C)(C)C (Di-(1-alpha-methylbenzyloxy-2,2,6,6-tetramethylpiperidin-4-yl) Isophthalate). Isolated yield 129.1%. As a reaction SMILES: [C:1]([O:22][CH:23]1[CH2:28][C:27]([CH3:30])([CH3:29])[NH:26][C:25]([CH3:32])([CH3:31])[CH2:24]1)(=[O:21])[C:2]1[CH:20]=[CH:19][CH:18]=[C:4]([C:5]([O:7][CH:8]2[CH2:13][C:12]([CH3:15])([CH3:14])[NH:11][C:10]([CH3:17])([CH3:16])[CH2:9]2)=[O:6])[CH:3]=1.[C:33]([O:37]O)([CH3:36])([CH3:35])C>[Mo](=O)(=O)=O.C(C1C=CC=CC=1)C>[C:5]([O:7][CH:8]1[CH2:9][C:10]([CH3:17])([CH3:16])[N:11]([O:37][CH:33]([CH3:36])[C:35]2[CH:12]=[CH:13][CH:8]=[CH:9][CH:10]=2)[C:12]([CH3:14])([CH3:15])[CH2:13]1)(=[O:6])[C:4]1[CH:18]=[CH:19][CH:20]=[C:2]([C:1]([O:22][CH:23]2[CH2:24][C:25]([CH3:32])([CH3:31])[N:26]([O:37][CH:33]([CH3:36])[C:35]3[CH:19]=[CH:20][CH:2]=[CH:3][CH:4]=3)[C:27]([CH3:30])([CH3:29])[CH2:28]2)=[O:21])[CH:3]=1. Procedure: A mixture of 40.0 g (90.0 mmol) of di-(2,2,6,6-tetramethylpiperidin-4-yl) isophthalate, 2.0 g of molybdenum trioxide, and 250 ml of ethylbenzene is heated to 110° C. t-Butyl hydroperoxide (70%, 69.5 g, 540 mmol) is added dropwise over a 45 min. period. The reaction mixture turns red during the addition. Water is removed by azeotropic distillation. The mixture is refluxed for 4 hours after the addition is complete. The catalyst is filtered, and the filtrate is evaporated to obtain a yellow oil. A...